From a dataset of the Open Reaction Database (ORD), a public repository of structured organic reaction records. describe an organic reaction: reactants, conditions, products, and yield Reactants: CC=1NC(=C(C(C1C(=O)OC)C1=C(C=CC=C1)OCC1=CC=C(C=C1)C)C(=O)[O-])C (monomethyl 1,4-dihydro-2,6-dimethyl-4-[2-(4-methylbenzyloxy)-phenyl]-pyridine-3,5-dicarboxylate). The solvent is C(COCCO)O (diethylene glycol), CCOCC.O (ether water). Product: CC=1NC(=CC(C1C(=O)OC)C1=C(C=CC=C1)OCC1=CC=C(C=C1)C)C (methyl 1,4-dihydro-2,6-dimethyl-4-[2-(4-methylbenzyloxy)-phenyl]-pyridine-3-carboxylate). The yield is 59.6%. Reaction SMILES: [CH3:1][C:2]1[NH:3][C:4]([CH3:30])=[C:5](C([O-])=O)[CH:6]([C:12]2[CH:17]=[CH:16][CH:15]=[CH:14][C:13]=2[O:18][CH2:19][C:20]2[CH:25]=[CH:24][C:23]([CH3:26])=[CH:22][CH:21]=2)[C:7]=1[C:8]([O:10][CH3:11])=[O:9]>C(O)COCCO.CCOCC.O>[CH3:1][C:2]1[NH:3][C:4]([CH3:30])=[CH:5][CH:6]([C:12]2[CH:17]=[CH:16][CH:15]=[CH:14][C:13]=2[O:18][CH2:19][C:20]2[CH:21]=[CH:22][C:23]([CH3:26])=[CH:24][CH:25]=2)[C:7]=1[C:8]([O:10][CH3:11])=[O:9] |f:2.3|. Procedure details: 3 g of monomethyl 1,4-dihydro-2,6-dimethyl-4-[2-(4-methylbenzyloxy)-phenyl]-pyridine-3,5-dicarboxylate were suspended in 30 ml of diethylene glycol, and the suspension was heated to 170° to 180° C. while stirring, a clear solution being formed with evolution of gas. The mixture was stirred for approx. 5 minutes at 180° C., and was cooled. The viscous solution was dissolved in an ether/water mixture with vigorous shaking, the mixture was separated, the aqueous phase was extracted with ether, and ... The product is C1(=CC=CC=C1)CCC1=CC=C(COC2=C(C=CC=C2)C2=CC=CC(=N2)N2N=CC(=C2C(F)(F)F)C(=O)OCC)C=C1 (Ethyl 1-[6-(2-{[4-(2-phenylethyl)benzyl]oxy}phenyl)pyridin-2-yl]-5-(trifluoromethyl)-1H-pyrazole-4-carboxylate). Procedure details: A vial was charged with the title compound from Example 1 Step B (36.0 mg, 0.095 mmol), cesium carbonate (62.2 mg, 0.191 mmol), and 4-chloromethyl dibenzyl (33.0 mg, 0.143 mmol). DMF (0.5 mL) was added, and the resulting suspension was stirred vigorously. After 2 h, the reaction mixture was diluted with EtOAc and washed with brine. The organic phase was separated and concentrated in vacuo. Purification by flash chromatography on silica gel (0 to 25% EtOAc in hexanes, then 25 to 100% EtOAc in hex... The reactants are CCOC(=O)C (EtOAc), OC1=C(C=CC=C1)C1=CC=CC(=N1)N1N=CC(=C1C(F)(F)F)C(=O)OCC (Ethyl 1-[6-(2-hydroxylphenyl)pyridine-2-yl]-5-trifluoromethyl-1H-pyrazole-4-carboxylate), C([O-])([O-])=O.[Cs+].[Cs+] (cesium carbonate), CN(C)C=O (DMF). RXN SMILES: [OH:1][C:2]1[CH:7]=[CH:6][CH:5]=[CH:4][C:3]=1[C:8]1[N:13]=[C:12]([N:14]2[C:18]([C:19]([F:22])([F:21])[F:20])=[C:17]([C:23]([O:25][CH2:26][CH3:27])=[O:24])[CH:16]=[N:15]2)[CH:11]=[CH:10][CH:9]=1.C(=O)([O-])[O-].[Cs+].[Cs+].CN(C=O)C.CCO[C:42]([CH3:44])=O>>[C:3]1([CH2:8][CH2:9][C:42]2[CH:44]=[CH:16][C:17]([CH2:23][O:1][C:2]3[CH:7]=[CH:6][CH:5]=[CH:4][C:3]=3[C:8]3[N:13]=[C:12]([N:14]4[C:18]([C:19]([F:22])([F:21])[F:20])=[C:17]([C:23]([O:25][CH2:26][CH3:27])=[O:24])[CH:16]=[N:15]4)[CH:11]=[CH:10][CH:9]=3)=[CH:18][CH:19]=2)[CH:4]=[CH:5][CH:6]=[CH:7][CH:2]=1 |f:1.2.3|. Conditions: time 2 hour. The reactants are ethylo(methyt)amine, C1=CN(C(=O)NC1=O)[C@H]2[C@H]([C@@H]([C@H](O2)CO)O)O (uracil arabinoside), P(=O)([O-])([O-])[O-].[K+].[K+].[K+] (potassium phosphate), purine nucleoside, [C@@H]1([C@H](O)[C@H](O)[C@@H](CO)O1)N1C(=O)NC(=O)C=C1 (uridine), C(C)C1=C2NC=NC2=NC(=N1)NC (6-Ethyl(methyl)aminopurine), [N-]=[N+]=[N-].[K+] (potassium azide). Solvent: C(C)#N (acetonitrile), C(CC)O (n-propanol). Reaction conditions: temperature 37 celsius. Product: C(C)C1=C2NC=NC2=NC(=N1)NC (6-Ethyl(methyl)aminopurine), [C@@H]1([C@@H](O)[C@H](O)[C@H](O1)CO)N1C2=NC(=NC(=C2N=C1)CC)NC (9-β-D-arabinofuranosyl-6-ethyl(methyl)amino-9H-purine). Yield: 157.0%. RXN SMILES: [CH2:1]([C:3]1[N:11]=[C:10]([NH:12][CH3:13])[N:9]=[C:8]2[C:4]=1[NH:5][CH:6]=[N:7]2)[CH3:2].C1C(=O)NC(=O)N([C@@H:22]2[O:26][C@H:25]([CH2:27][OH:28])[C@@H:24]([OH:29])[C@@H:23]2[OH:30])C=1.P([O-])([O-])([O-])=O.[K+].[K+].[K+].[N-]=[N+]=[N-].[K+].[C@@H]1(N2C=CC(=O)NC2=O)O[C@H](CO)[C@@H](O)[C@H]1O>C(#N)C.C(O)CC>[CH2:1]([C:3]1[N:11]=[C:10]([NH:12][CH3:13])[N:9]=[C:8]2[C:4]=1[NH:5][CH:6]=[N:7]2)[CH3:2].[C@@H:22]1([N:7]2[CH:6]=[N:5][C:4]3[C:8]2=[N:9][C:10]([NH:12][CH3:13])=[N:11][C:3]=3[CH2:1][CH3:2])[O:26][C@H:25]([CH2:27][OH:28])[C@@H:24]([OH:29])[C@@H:23]1[OH:30] |f:2.3.4.5,6.7|. Reported procedure: 6-Ethyl(methyl)aminopurine was prepared by nucleophilic displacement of the chlorine group on 6-chloropurine (Sigma Chemicals, St. Louis, Mo.) by ethylo(methyt)amine in acetonitrile. 6-Ethyl(methyl)aminopurine (2.8 mmoles, 0.5 g) and uracil arabinoside (5.6 mmoles, 1.38 g) were suspended in 575 ml of a 10 mM potassium phosphate, 0.04% potassium azide solution, pH of 7.4, containing 10% n-propanol (v/v). Purified uridine phosphorylase (6000 I.U.) and purine nucleoside phosphorylase (8400 I.U.) (K... Reactants: FC1=CC=C(C=C1)SC(C=1C(=CC(=NC1)C(=O)N)C)C1=C(C(=CC=C1F)F)F (5-[[(4-fluorophenyl)thio](2,3,6-trifluorophenyl)methyl]-4-m ethylpyridine-2-carboxamide), ClC1=CC(=CC=C1)C(=O)OO (3-chloroperbenzoic acid). The solvent is C(Cl)Cl (methylene chloride). Conditions: time 13 day. Yields the product FC1=CC=C(C=C1)S(=O)C(C=1C(=CC(=NC1)C(=O)N)C)C1=C(C(=CC=C1F)F)F (5-[[(4-Fluorophenyl)sulfinyl](2,3,6-trifluorophenyl)methyl]-4-methylpyridine-2-carboxamide). Yield: 18.8%. Reaction SMILES: [F:1][C:2]1[CH:7]=[CH:6][C:5]([S:8][CH:9]([C:20]2[C:25]([F:26])=[CH:24][CH:23]=[C:22]([F:27])[C:21]=2[F:28])[C:10]2[C:11]([CH3:19])=[CH:12][C:13]([C:16]([NH2:18])=[O:17])=[N:14][CH:15]=2)=[CH:4][CH:3]=1.ClC1C=CC=C(C(OO)=[O:37])C=1>C(Cl)Cl>[F:1][C:2]1[CH:7]=[CH:6][C:5]([S:8]([CH:9]([C:20]2[C:25]([F:26])=[CH:24][CH:23]=[C:22]([F:27])[C:21]=2[F:28])[C:10]2[C:11]([CH3:19])=[CH:12][C:13]([C:16]([NH2:18])=[O:17])=[N:14][CH:15]=2)=[O:37])=[CH:4][CH:3]=1. Procedure: To a solution of 5-[[(4-fluorophenyl)thio](2,3,6-trifluorophenyl)methyl]-4-m ethylpyridine-2-carboxamide (389 mg, 0.96 mmol) in methylene chloride (10 ml), 3-chloroperbenzoic acid (254 mg, 0.96 mmol) was added at 0° C. After stirring for 13 days at room temperature, the reaction mixture was washed with 1 N aqueous sodium hydroxide. The organic layer was dried over anhydrous sodium sulfate and filtered, then the filtrate was concentrated under reduced pressure, and the resulting residue was subje... The reactants are [BH3-]C#N, COC(=O)c1cc(C)c(NC(C)=O)cc1C, CCCN1C2CCC1CC(=O)C2, CO, CC(=O)O, N, [Na+], Nc1ccc2c(cnn2C2CCCCO2)c1. Yields the product CCCN1C2CCC1CC(Nc1ccc3c(cnn3C3CCCCO3)c1)C2. As a reaction SMILES: [C:1]([BH3-:2])#[N:3].[C:25]([NH:26][c:27]1[c:28]([CH3:29])[cH:30][c:31]([C:32]([O:33][CH3:34])=[O:35])[c:36]([CH3:37])[cH:38]1)(=[O:39])[CH3:40].[CH2:41]([CH2:42][CH3:43])[N:44]1[CH:45]2[CH2:46][C:47](=[O:52])[CH2:48][CH:49]1[CH2:50][CH2:51]2.[CH3:54][OH:55].[CH3:5][C:6](=[O:7])[OH:8].[NH3:53].[Na+:4].[O:9]1[CH:10]([n:15]2[n:16][cH:17][c:18]3[cH:19][c:20]([NH2:24])[cH:21][cH:22][c:23]23)[CH2:11][CH2:12][CH2:13][CH2:14]1>>[O:9]1[CH:10]([n:15]2[n:16][cH:17][c:18]3[cH:19][c:20]([NH:24][CH:47]4[CH2:46][CH:45]5[N:44]([CH2:41][CH2:42][CH3:43])[CH:49]([CH2:48]4)[CH2:50][CH2:51]5)[cH:21][cH:22][c:23]23)[CH2:11][CH2:12][CH2:13][CH2:14]1. Starting materials: [Al+3], COC(=O)c1cc(C)c2cc(Br)ccc2n1, C1CCOC1, CCOC(C)=O, [H-], [H-], [H-], [H-], [Li+]. Product: Cc1cc(CO)nc2ccc(Br)cc12. RXN SMILES: [Al+3:2].[Br:7][c:8]1[cH:9][c:10]2[c:11]([CH3:22])[cH:12][c:13]([C:18](=[O:19])[O:20][CH3:21])[n:14][c:15]2[cH:16][cH:17]1.[CH2:29]1[O:30][CH2:31][CH2:32][CH2:33]1.[CH3:23][CH2:24][O:25][C:26]([CH3:27])=[O:28].[H-:1].[H-:4].[H-:5].[H-:6].[Li+:3]>>[Br:7][c:8]1[cH:9][c:10]2[c:11]([CH3:22])[cH:12][c:13]([CH2:18][OH:19])[n:14][c:15]2[cH:16][cH:17]1. Starting materials: NC1=NC=C(C(=C1N)N[C@H]1[C@H]([C@@H]2C=C[C@H]1C2)C(=O)N)Br ((1S,2S,3R,4R)-3-(2,3-Diamino-5-bromo-pyridin-4-ylamino)-bicyclo[2.2.1]hept-5-ene-2-carboxylic acid amide), FC1=CC=C(C=O)C=C1 (4-Fluorobenzaldehyde), C(C)(=O)[O-].[NH4+] (Ammonium acetate). Product: BrC=1C(=C2C(=NC1)NC(=N2)C2=CC=C(C=C2)F)N[C@H]2[C@H]([C@@H]1C=C[C@H]2C1)C(=O)N ((1S,2S,3R,4R)-3-[6-Bromo-2-(4-fluoro-phenyl)-3H-imidazo[4,5-b]pyridin-7-ylamino]-bicyclo[2.2.1]hept-5-ene-2-carboxylic acid amide). Yield: 54.2%. RXN SMILES: [NH2:1][C:2]1[C:7]([NH2:8])=[C:6]([NH:9][C@@H:10]2[C@@H:15]3[CH2:16][C@@H:12]([CH:13]=[CH:14]3)[C@@H:11]2[C:17]([NH2:19])=[O:18])[C:5]([Br:20])=[CH:4][N:3]=1.[F:21][C:22]1[CH:29]=[CH:28][C:25]([CH:26]=O)=[CH:24][CH:23]=1.C([O-])(=O)C.[NH4+]>>[Br:20][C:5]1[C:6]([NH:9][C@@H:10]2[C@@H:15]3[CH2:16][C@@H:12]([CH:13]=[CH:14]3)[C@@H:11]2[C:17]([NH2:19])=[O:18])=[C:7]2[N:8]=[C:26]([C:25]3[CH:28]=[CH:29][C:22]([F:21])=[CH:23][CH:24]=3)[NH:1][C:2]2=[N:3][CH:4]=1 |f:2.3|. Procedure details: In a similar fashion to compound CXXV, (1S,2S,3R,4R)-3-(2,3-Diamino-5-bromo-pyridin-4-ylamino)-bicyclo[2.2.1]hept-5-ene-2-carboxylic acid amide (100.00 mg, 0.29568 mmol), 4-Fluorobenzaldehyde (40.4 mg, 0.325 mmol), and Ammonium acetate (45.6 mg, 0.591 mmol) were reacted to yield 70.9 mg (54%) of the title compound. (300 MHz, DMSO-d6) 13.42 (s, 1H), 8.06 (s, 1H), 7.99 (d, J=8 Hz, 1H), 7.90 (d, J=11 Hz, 1H), 7.76 (s, 1H), 7.61 (m, 1H), 7.33 (m, 1H), 7.24 (m, 2H) 6.39 (s, 2H), 5.21 (t, J=17 Hz, 8.5... The reactants are C(Br)(Br)(Br)Br (carbon tetrabromide), C1(=CC=CC=C1)P(C1=CC=CC=C1)C1=CC=CC=C1 (triphenylphospine), C(C)[C@@H]1CC[C@H](CC1)C1=CC=C(C=O)C=C1 (4-(trans-4'-ethylcyclohexyl)benzaldehyde). Solvent: ClCCl (dichloromethane), ClCCl (dichloromethane), ClCCl (dichloromethane). Run at time 1 hour. Yields the product C(C)[C@@H]1CC[C@H](CC1)C1=CC=C(C=C(Br)Br)C=C1 (4-(trans-4'-ethylcyclohexyl)-β,β-dibromostyrene). Isolated yield 62.2%. Reaction SMILES: [C:1]([Br:5])(Br)(Br)[Br:2].C1(P(C2C=CC=CC=2)C2C=CC=CC=2)C=CC=CC=1.[CH2:25]([C@H:27]1[CH2:32][CH2:31][C@H:30]([C:33]2[CH:40]=[CH:39][C:36]([CH:37]=O)=[CH:35][CH:34]=2)[CH2:29][CH2:28]1)[CH3:26]>ClCCl>[CH2:25]([C@H:27]1[CH2:28][CH2:29][C@H:30]([C:33]2[CH:34]=[CH:35][C:36]([CH:37]=[C:1]([Br:5])[Br:2])=[CH:39][CH:40]=2)[CH2:31][CH2:32]1)[CH3:26]. Reported procedure: 148 g of carbon tetrabromide was dissolved in ml of dichloromethane, and 93 g of triphenylphospine was added at 0° C. or less. Next, 48.6 g of 4-(trans-4'-ethylcyclohexyl)benzaldehyde was dissolved in 225 ml of dichloromethane, which then was added dropwise to the first dichloromethane solution over a period of one hour. The combined solutions were then agitated at room temperature for one hour. After completion of the reaction, the dichloromethane was distilled off, and 500 ml of hexane was add... Starting materials: COC=1C=C2C(=NC=NC2=CC1OC)OC1=CC=C(N)C=C1 (4-[(6,7-Dimethoxy-4-quinazolinyl)oxy]aniline), ClC(Cl)(OC(OC(Cl)(Cl)Cl)=O)Cl (triphosgene), C([O-])(O)=O.[Na+] (sodium bicarbonate), CCC(CCCC)O (3-heptanol). The solvent is C(C)N(CC)CC (triethylamine), C1(=CC=CC=C1)C (toluene), C(Cl)Cl (methylene chloride). The product is COC=1C=C2C(=NC=NC2=CC1OC)OC1=CC=C(C=C1)NC(OC(CCCC)CC)=O (1-Ethylpentyl N-{4-[(6,7-dimethoxy-4-quinazolinyl)oxy]phenyl}carbamate). The yield is 85.2%. RXN SMILES: [CH3:1][O:2][C:3]1[CH:4]=[C:5]2[C:10](=[CH:11][C:12]=1[O:13][CH3:14])[N:9]=[CH:8][N:7]=[C:6]2[O:15][C:16]1[CH:22]=[CH:21][C:19]([NH2:20])=[CH:18][CH:17]=1.Cl[C:24](Cl)([O:26]C(=O)OC(Cl)(Cl)Cl)Cl.[CH3:35][CH2:36][CH:37]([OH:42])[CH2:38][CH2:39][CH2:40][CH3:41].C(=O)(O)[O-].[Na+]>C(Cl)Cl.C(N(CC)CC)C.C1(C)C=CC=CC=1>[CH3:1][O:2][C:3]1[CH:4]=[C:5]2[C:10](=[CH:11][C:12]=1[O:13][CH3:14])[N:9]=[CH:8][N:7]=[C:6]2[O:15][C:16]1[CH:22]=[CH:21][C:19]([NH:20][C:24](=[O:26])[O:42][CH:37]([CH2:36][CH3:35])[CH2:38][CH2:39][CH2:40][CH3:41])=[CH:18][CH:17]=1 |f:3.4|. Procedure: 4-[(6,7-Dimethoxy-4-quinazolinyl)oxy]aniline (50 mg) was added to toluene (5 ml), and triethylamine (0.5 ml), and the mixture was heated under reflux to prepare a solution. A solution of triphosgene (77 mg) in methylene chloride was then added thereto, and the mixture was heated under reflux for 10 min. Next, 3-heptanol (30 mg) was added thereto, and the mixture was further stirred with heating under reflux for 3 hr. A saturated aqueous sodium bicarbonate solution was added to stop the reaction,... The reactants are C1COCCO1, CCCCCCCCCCCCCCCCCCN, Nc1nc(N)nc(Cl)n1, [Na+], [OH-], O. Product: CCCCCCCCCCCCCCCCCCNc1nc(N)nc(N)n1. RXN SMILES: [CH2:10]1[O:11][CH2:12][CH2:13][O:14][CH2:15]1.[CH2:16]([CH2:17][CH2:18][CH2:19][CH2:20][CH2:21][CH2:22][CH2:23][CH2:24][CH2:25][CH2:26][CH2:27][CH2:28][CH2:29][CH2:30][CH2:31][CH2:32][CH3:33])[NH2:34].[NH2:1][c:2]1[n:3][c:4]([Cl:9])[n:5][c:6]([NH2:8])[n:7]1.[Na+:36].[OH-:35].[OH2:37]>>[NH2:1][c:2]1[n:3][c:4]([NH:34][CH2:16][CH2:17][CH2:18][CH2:19][CH2:20][CH2:21][CH2:22][CH2:23][CH2:24][CH2:25][CH2:26][CH2:27][CH2:28][CH2:29][CH2:30][CH2:31][CH2:32][CH3:33])[n:5][c:6]([NH2:8])[n:7]1.